This data is from the Open Reaction Database (ORD), a public repository of structured organic reaction records. The task is: describe an organic reaction: reactants, conditions, products, and yield Reactants: CC1=C2NC=NC2=NC=N1 (6-Methylpurine), Nucleosides, Nucleosides, Nucleotides, Nucleic Acids, CC1=C2N=CN(C2=NC=N1)[C@H]1[C@H](O)[C@H](O)[C@H](O1)CO (6-Methyl-9-(β-D-ribofuranosyl)purine), II (Iodine), C1(=CC=CC=C1)P(C1=CC=CC=C1)C1=CC=CC=C1 (triphenylphosphine), N1C=NC=C1 (imidazole). The solvent is O1CC(=CC=C1)O (M-PYROL). Reaction conditions: time 4 hour. Product: CC1=C2N=CN(C2=NC=N1)[C@H]1[C@H](O)[C@H](O)[C@H](O1)CI (6-Methyl-9-(5-deoxy-5-iodo-β-D-ribofuranosyl)purine). Reaction SMILES: [CH3:1][C:2]1[N:10]=[CH:9][N:8]=[C:7]2[C:3]=1[N:4]=[CH:5][N:6]2[C@@H:11]1[O:17][C@H:16]([CH2:18]O)[C@@H:14]([OH:15])[C@H:12]1[OH:13].C1(P(C2C=CC=CC=2)C2C=CC=CC=2)C=CC=CC=1.N1C=CN=C1.CC1N=CN=C2C=1NC=N2.[I:54]I>O1C=CC=C(O)C1>[CH3:1][C:2]1[N:10]=[CH:9][N:8]=[C:7]2[C:3]=1[N:4]=[CH:5][N:6]2[C@@H:11]1[O:17][C@H:16]([CH2:18][I:54])[C@@H:14]([OH:15])[C@H:12]1[OH:13]. Procedure: The reaction is carried out according to Example 5 starting from 6-Methyl-9-(β-D-ribofuranosyl)purine (2a in Table VII) (108 mg, 0.41 mmol), triphenylphosphine (361 mg, 1.36 mmol), and imidazole (185 mg, 2.70 mmol) in M-PYROL (2 ml). Hassan et al., Convenient Synthesis of 6-Methylpurine and Related Nucleosides, Nucleosides, Nucleotides, & Nucleic Acids, 19, 1123-1134 (2000). Iodine beads (1-3 mm) (339 mg, 1.33 mmol) are added over 10 min. The resulting red solution is stirred at room temperature... Starting materials: BrC=1C=CC(=NC1)N (5-bromo-2-aminopyridine), C(=O)(O)C1=CC=C(C=C1)B(O)O (4-carboxyphenyboronic acid). The product is NC1=NC=C(C=C1)C1=CC=C(C(=O)O)C=C1 (4-(2-aminopyridin-5-yl)benzoic acid). RXN SMILES: Br[C:2]1[CH:3]=[CH:4][C:5]([NH2:8])=[N:6][CH:7]=1.[C:9]([C:12]1[CH:17]=[CH:16][C:15](B(O)O)=[CH:14][CH:13]=1)([OH:11])=[O:10]>>[NH2:8][C:5]1[CH:4]=[CH:3][C:2]([C:15]2[CH:16]=[CH:17][C:12]([C:9]([OH:11])=[O:10])=[CH:13][CH:14]=2)=[CH:7][N:6]=1. Procedure: In the same manner as in Example 2, a reaction was conducted using 5-bromo-2-aminopyridine and 4-carboxyphenyboronic acid as starting materials, whereby 4-(2-aminopyridin-5-yl)benzoic acid was obtained. Starting materials: C1(CC1)[Mg]Br (cyclopropylmagnesium bromide), C1(CC1)[Mg]Br (cyclopropylmagnesium bromide), ClC1=C(C(=O)N(C)OC)C=CC(=C1)C (2-Chloro-N-methoxy-N,4-dimethylbenzamide), ice water. Run in C1CCOC1 (THF), C1CCOC1 (THF), C(C)OCC (diethyl ether). Conditions: time 8 hour. Yields the product ClC1=C(C=CC(=C1)C)C(=O)C1CC1 ((2-Chloro-4-methylphenyl)(cyclopropyl)methanone). Reaction SMILES: [CH:1]1([Mg]Br)[CH2:3][CH2:2]1.[Cl:6][C:7]1[CH:18]=[C:17]([CH3:19])[CH:16]=[CH:15][C:8]=1[C:9](N(OC)C)=[O:10]>C1COCC1.C(OCC)C>[Cl:6][C:7]1[CH:18]=[C:17]([CH3:19])[CH:16]=[CH:15][C:8]=1[C:9]([CH:1]1[CH2:3][CH2:2]1)=[O:10]. Procedure details: 7.7 ml (7.65 mmol) of a 1N cyclopropylmagnesium bromide solution in THF were added to 1.09 g (5.10 mmol) of the compound from Example 121A in 19 ml of diethyl ether, and the mixture was stirred at RT overnight. A further 7.7 ml (7.65 mmol) of a 1N cyclopropylmagnesium bromide solution in THF were added, and the mixture was stirred at RT overnight. The reaction mixture was added to ice-water and extracted with dichloromethane, the organic phase was dried over magnesium sulfate, filtered and conce... Starting materials: N1CCC2(CC1)CSC1=C(O2)C2=CC=CC=C2C(C1=O)=O (spiro[naphtho[1,2-b][1,4]oxathiine-2,4′-piperidine]-5,6-dione), FC(CC1OC1)(F)F (2-(2,2,2-trifluoroethyl)oxirane). The product is FC(CC(CN1CCC2(CC1)CSC1=C(O2)C2=CC=CC=C2C(C1=O)=O)O)(F)F (1′-(4,4,4-trifluoro-2-hydroxybutyl)spiro[naphtho[1,2-b][1,4]oxathiine-2,4′-piperidine]-5,6-dione). RXN SMILES: [NH:1]1[CH2:6][CH2:5][C:4]2([O:11][C:10]3[C:12]4[C:17]([C:18](=[O:21])[C:19](=[O:20])[C:9]=3[S:8][CH2:7]2)=[CH:16][CH:15]=[CH:14][CH:13]=4)[CH2:3][CH2:2]1.[F:22][C:23]([F:29])([F:28])[CH2:24][CH:25]1[CH2:27][O:26]1>>[F:22][C:23]([F:29])([F:28])[CH2:24][CH:25]([OH:26])[CH2:27][N:1]1[CH2:2][CH2:3][C:4]2([O:11][C:10]3[C:12]4[C:17]([C:18](=[O:21])[C:19](=[O:20])[C:9]=3[S:8][CH2:7]2)=[CH:16][CH:15]=[CH:14][CH:13]=4)[CH2:5][CH2:6]1. Procedure: Compound 160 was synthesized using spiro[naphtho[1,2-b][1,4]oxathiine-2,4′-piperidine]-5,6-dione, 2-(2,2,2-trifluoroethyl)oxirane and conditions outlined in procedure X. M.p.=145-148° C.; 400 MHz 1H NMR (CDCl3) δ: 8.05 (d, 1H), 7.75 (d, 1H), 7.65 (t, 1H), 7.5 (t, 1H), 4.05 (m, 1H), 3.5 (s, 1H), 2.95 (m, 3H), 2.85-2.7 (m, 2H), 2.6-2.3 (m, 4H), 2.2-2.1 (m, 3H), 2.0-1.9 (m, 2H); LCMS: 428 [M+H]. The reactants are CCOC(=O)Cc1cccc(Oc2ccc(Br)cc2CO)c1, C1COCCO1, BrP(Br)Br. Yields the product CCOC(=O)Cc1cccc(Oc2ccc(Br)cc2CBr)c1. As a reaction SMILES: [CH2:1]([CH3:2])[O:3][C:4]([CH2:5][c:6]1[cH:7][c:8]([O:12][c:13]2[c:14]([CH2:20][OH:21])[cH:15][c:16]([Br:19])[cH:17][cH:18]2)[cH:9][cH:10][cH:11]1)=[O:22].[CH2:27]1[O:28][CH2:29][CH2:30][O:31][CH2:32]1.[P:23]([Br:24])([Br:25])[Br:26]>>[CH2:1]([CH3:2])[O:3][C:4]([CH2:5][c:6]1[cH:7][c:8]([O:12][c:13]2[c:14]([CH2:20][Br:24])[cH:15][c:16]([Br:19])[cH:17][cH:18]2)[cH:9][cH:10][cH:11]1)=[O:22]. Starting materials: ClC1=CC=C(C=C1)[C@@H](CN(C(OC(C)(C)C)=O)C(C)C)C(=O)N1CCN(CC1)C=1C2=C(N=CN1)CS[C@H]2C (tert-butyl (S)-2-(4-chlorophenyl)-3-(4-((S)-5-methyl-5,7-dihydrothieno[3,4-d]pyrimidin-4-yl)piperazin-1-yl)-3-oxopropyl(isopropyl)carbamate), Cl (HCl). The solvent is C(Cl)Cl (DCM). Reaction conditions: time 6 hour. Product: Cl.Cl.ClC1=CC=C(C=C1)[C@H](C(=O)N1CCN(CC1)C=1C2=C(N=CN1)CS[C@H]2C)CNC(C)C ((S)-2-(4-chlorophenyl)-3-(isopropylamino)-1-(4-((S)-5-methyl-5,7-dihydrothieno[3,4-d]pyrimidin-4-yl)piperazin-1-yl)propan-1-one dihydrochloride). Yield: 100.0%. Reaction SMILES: [Cl:1][C:2]1[CH:7]=[CH:6][C:5]([C@H:8]([C:21]([N:23]2[CH2:28][CH2:27][N:26]([C:29]3[C:30]4[C@H:37]([CH3:38])[S:36][CH2:35][C:31]=4[N:32]=[CH:33][N:34]=3)[CH2:25][CH2:24]2)=[O:22])[CH2:9][N:10]([CH:18]([CH3:20])[CH3:19])C(=O)OC(C)(C)C)=[CH:4][CH:3]=1.[ClH:39]>C(Cl)Cl>[ClH:1].[ClH:39].[Cl:1][C:2]1[CH:7]=[CH:6][C:5]([C@@H:8]([CH2:9][NH:10][CH:18]([CH3:20])[CH3:19])[C:21]([N:23]2[CH2:28][CH2:27][N:26]([C:29]3[C:30]4[C@H:37]([CH3:38])[S:36][CH2:35][C:31]=4[N:32]=[CH:33][N:34]=3)[CH2:25][CH2:24]2)=[O:22])=[CH:4][CH:3]=1 |f:3.4.5|. Reported procedure: To a solution of tert-butyl (S)-2-(4-chlorophenyl)-3-(4-((S)-5-methyl-5,7-dihydrothieno[3,4-d]pyrimidin-4-yl)piperazin-1-yl)-3-oxopropyl(isopropyl)carbamate (93 mg, 0.17 mmol) in DCM (10 mL) was added HCl (4M, 2 mL). The reaction mixture was stirred at room temperature for 6 hours, and then the solvent was removed to afford (S)-2-(4-chlorophenyl)-3-(isopropylamino)-1-(4-((S)-5-methyl-5,7-dihydrothieno[3,4-d]pyrimidin-4-yl)piperazin-1-yl)propan-1-one dihydrochloride (76 mg, 100%.) LCMS (APCI+) [M...